From a dataset of the Open Reaction Database (ORD), a public repository of structured organic reaction records. describe an organic reaction: reactants, conditions, products, and yield Reactants: ClC1=CC=C(C=N1)C(=O)N1CCN(CCC1)C1CCC1 ((6-chloro-pyridin-3-yl)-(4-cyclobutyl-[1,4]diazepan-1-yl)-methanone), C(=O)([O-])[O-].[Cs+].[Cs+] (Cs2CO3), C(#N)C=1C=C(C=CC1)O (m-cyanophenol), [OH-].[Na+] (NaOH). Run in CC(=O)N(C)C (dimethylacetamide), CC(C)(C)OC (MTBE). Run at temperature 125 celsius, time 20 hour. Product: C1(CCC1)N1CCN(CCC1)C(=O)C=1C=CC(=NC1)OC=1C=C(C#N)C=CC1 (3-[5-(4-Cyclobutyl-[1,4]diazepane-1-carbonyl)-pyridin-2-yloxy]-benzonitrile). RXN SMILES: Cl[C:2]1[N:7]=[CH:6][C:5]([C:8]([N:10]2[CH2:16][CH2:15][CH2:14][N:13]([CH:17]3[CH2:20][CH2:19][CH2:18]3)[CH2:12][CH2:11]2)=[O:9])=[CH:4][CH:3]=1.C([O-])([O-])=O.[Cs+].[Cs+].[C:27]([C:29]1[CH:30]=[C:31]([OH:35])[CH:32]=[CH:33][CH:34]=1)#[N:28].[OH-].[Na+]>CC(N(C)C)=O.CC(OC)(C)C>[CH:17]1([N:13]2[CH2:14][CH2:15][CH2:16][N:10]([C:8]([C:5]3[CH:4]=[CH:3][C:2]([O:35][C:31]4[CH:30]=[C:29]([CH:34]=[CH:33][CH:32]=4)[C:27]#[N:28])=[N:7][CH:6]=3)=[O:9])[CH2:11][CH2:12]2)[CH2:20][CH2:19][CH2:18]1 |f:1.2.3,5.6|. Reported procedure: To a solution of (6-chloro-pyridin-3-yl)-(4-cyclobutyl-[1,4]diazepan-1-yl)-methanone (101.0 g, 343.8 mmol) in dimethylacetamide (1.1 L) was added Cs2CO3 (224 g, 687.6 mmol) and m-cyanophenol (81.9 g, 687.6 mmol). The resulting mixture was warmed to 125° C. and stirred for 20 h. After cooling to room temperature, the resulting mixture was filtered and acetic acid (1.5 L) was added to the filtrate. The resulting mixture was concentrated under reduced pressure to yield a brown residue which was tak... Reactants: C(C)OC(=O)C1=CC2=C(S1)C=C(C=C2)CO (6-hydroxymethyl-benzo[b]thiophene-2-carboxylic acid ethyl ester). The reagents and catalysts are O=[Mn]=O (MnO2). Solvent: C(Cl)Cl (CH2Cl2). Reaction conditions: time 30 minute. The product is C(C)OC(=O)C1=CC2=C(S1)C=C(C=C2)C=O (6-formyl-benzo[b]thiophene-2-carboxylic acid ethyl ester). RXN SMILES: [CH2:1]([O:3][C:4]([C:6]1[S:10][C:9]2[CH:11]=[C:12]([CH2:15][OH:16])[CH:13]=[CH:14][C:8]=2[CH:7]=1)=[O:5])[CH3:2]>C(Cl)Cl.O=[Mn]=O>[CH2:1]([O:3][C:4]([C:6]1[S:10][C:9]2[CH:11]=[C:12]([CH:15]=[O:16])[CH:13]=[CH:14][C:8]=2[CH:7]=1)=[O:5])[CH3:2]. Reported procedure: To a solution of 6-hydroxymethyl-benzo[b]thiophene-2-carboxylic acid ethyl ester (2.651 g, 11.22 mmol) in 110 mL of CH2Cl2 was added MnO2 (13.50 g). The mixture was allowed to stir at rt for 30 min and then filtered through a pad of Celite. The filtrate was concentrated and dried to give 6-formyl-benzo[b]thiophene-2-carboxylic acid ethyl ester as a pale solid. 1H NMR (CDCl3, 200 MHz) δ 10.09 (s, 1H), 8.34 (s, 1H), 8.07 (s, 1H), 7.97 (d, J=8.0 Hz, 2H), 7.88 (dd, J=8.4, 1.4 Hz, 1H), 4.40 (q, J=7.0... Starting materials: Oc1ccc(Cl)cc1Br, BrCc1ccccc1, CS(C)=O, [K+], [OH-], O. Product: Clc1ccc(OCc2ccccc2)c(Br)c1. RXN SMILES: [Br:3][c:4]1[c:5]([OH:11])[cH:6][cH:7][c:8]([Cl:10])[cH:9]1.[CH2:12]([c:13]1[cH:14][cH:15][cH:16][cH:17][cH:18]1)[Br:19].[CH3:21][S:22]([CH3:23])=[O:24].[K+:2].[OH-:1].[OH2:20]>>[Br:3][c:4]1[c:5]([O:11][CH2:12][c:13]2[cH:14][cH:15][cH:16][cH:17][cH:18]2)[cH:6][cH:7][c:8]([Cl:10])[cH:9]1. Starting materials: C(C)(=O)Cl (acetyl chloride), BrC=1SC=CC1C (2-bromo-3-methylthiophene), Mg, C1CO1 (ethylene oxide), C1CCOC1 (THF). Reagents/catalysts: BrBr (Br2). Solvent: C(C)OCC (diethyl ether), C(C)OCC (diethyl ether). Conditions: time 20 hour. Product: CC1=C(SC=C1)CCOC(C)=O (Acetic acid 2-(3-methyl-thiophen-2-yl)-ethyl ester). Reaction SMILES: Br[C:2]1[S:3][CH:4]=[CH:5][C:6]=1[CH3:7].C1[O:10]C1.[CH2:11]1[CH2:15][O:14][CH2:13][CH2:12]1.C(Cl)(=O)C>C(OCC)C.BrBr>[CH3:7][C:6]1[CH:5]=[CH:4][S:3][C:2]=1[CH2:12][CH2:13][O:14][C:15](=[O:10])[CH3:11]. Procedure details: A solution of 2-bromo-3-methylthiophene (35.4 g, 200 mmol, ALFA) in diethyl ether (200 mL) was added drop wise to Mg turnings (5.35 g, 220 mmol) over ˜30 min at such a rate as to maintain gentle reflux (at the beginning the reaction was initiated with 2 drops of Br2). After refluxing for 1 h, 2.0M ethylene oxide in THF (150 mL, 300 mmol) was added drop wise at 0° C. over 1 h and stirring was continued at rt for 20 h. After cooling to 0° C. acetyl chloride (22.8 mL, 320 mmol) was added drop wise ... As a reaction SMILES: [CH2:26]([CH2:27][CH2:28][CH2:29][CH2:30][CH2:31][CH2:32][CH2:33][CH3:34])[Br:35].[CH3:1][c:2]1[cH:3][cH:4][c:5]([NH2:6])[cH:7][cH:8]1.[CH3:9][O:10][c:11]1[cH:12][cH:13][c:14]([NH2:15])[cH:16][cH:17]1.[NH2:18][c:19]1[cH:20][cH:21][c:22]([Cl:23])[cH:24][cH:25]1>>[CH3:1][CH:33]([CH2:32][CH2:31][CH2:30][CH2:29][CH2:28][CH2:27][CH2:26][Br:35])[CH3:34]. Yields the product CC(C)CCCCCCCBr. Starting materials: CCCCCCCCCBr, Cc1ccc(N)cc1, COc1ccc(N)cc1, Nc1ccc(Cl)cc1. Starting materials: O=C([O-])[O-], CN(C)C=O, N#CCCl, [K+], [K+], c1ccc(C23CCNCC2c2ccccc2O3)cc1. Product: N#CCN1CCC2(c3ccccc3)Oc3ccccc3C2C1. As a reaction SMILES: [C:20](=[O:21])([O-:22])[O-:23].[CH3:30][N:31]([CH3:32])[CH:33]=[O:34].[Cl:26][CH2:27][C:28]#[N:29].[K+:24].[K+:25].[c:1]1([C:7]23[CH:8]([CH2:9][NH:10][CH2:11][CH2:12]2)[c:13]2[c:14]([cH:16][cH:17][cH:18][cH:19]2)[O:15]3)[cH:2][cH:3][cH:4][cH:5][cH:6]1>>[c:1]1([C:7]23[CH:8]([CH2:9][N:10]([CH2:27][C:28]#[N:29])[CH2:11][CH2:12]2)[c:13]2[c:14]([cH:16][cH:17][cH:18][cH:19]2)[O:15]3)[cH:2][cH:3][cH:4][cH:5][cH:6]1. Starting materials: CCCNCC=O, O=C=Nc1nnc(C2CCC2)s1, c1ccccc1. Product: CCCN(CC=O)C(=O)Nc1nnc(C2CCC2)s1. Reaction SMILES: [CH2:13]([CH2:14][CH3:15])[NH:16][CH2:17][CH:18]=[O:19].[CH:1]1([c:5]2[n:6][n:7][c:8]([N:10]=[C:11]=[O:12])[s:9]2)[CH2:2][CH2:3][CH2:4]1.[cH:20]1[cH:21][cH:22][cH:23][cH:24][cH:25]1>>[CH:1]1([c:5]2[n:6][n:7][c:8]([NH:10][C:11](=[O:12])[N:16]([CH2:13][CH2:14][CH3:15])[CH2:17][CH:18]=[O:19])[s:9]2)[CH2:2][CH2:3][CH2:4]1.